From a dataset of the Open Reaction Database (ORD), a public repository of structured organic reaction records. describe an organic reaction: reactants, conditions, products, and yield Reactants: NCC=1C(=C2C=CN(C2=CC1)C(=O)OC(C)(C)C)Cl (tert-butyl 5-(aminomethyl)-4-chloro-1H-indole-1-carboxylate), C(C1=CC=CC=C1)(C1=CC=CC=C1)=N (benzophenone imine). The solvent is C(Cl)Cl (DCM), CCOC(=O)C (EtOAc). Reaction conditions: temperature 40 celsius, time 4 day. The product is C(C1=CC=CC=C1)(C1=CC=CC=C1)=NCC=1C(=C2C=CN(C2=CC1)C(=O)OC(C)(C)C)Cl (tert-butyl 5-[(benzhydrylideneamino)methyl]-4-chloro-1H-indole-1-carboxylate). Yield: 67.1%. As a reaction SMILES: [NH2:1][CH2:2][C:3]1[C:4]([Cl:19])=[C:5]2[C:9](=[CH:10][CH:11]=1)[N:8]([C:12]([O:14][C:15]([CH3:18])([CH3:17])[CH3:16])=[O:13])[CH:7]=[CH:6]2.[C:20](=N)([C:27]1[CH:32]=[CH:31][CH:30]=[CH:29][CH:28]=1)[C:21]1[CH:26]=[CH:25][CH:24]=[CH:23][CH:22]=1>C(Cl)Cl.CCOC(C)=O>[C:20](=[N:1][CH2:2][C:3]1[C:4]([Cl:19])=[C:5]2[C:9](=[CH:10][CH:11]=1)[N:8]([C:12]([O:14][C:15]([CH3:16])([CH3:18])[CH3:17])=[O:13])[CH:7]=[CH:6]2)([C:21]1[CH:26]=[CH:25][CH:24]=[CH:23][CH:22]=1)[C:27]1[CH:32]=[CH:31][CH:30]=[CH:29][CH:28]=1. Procedure details: A mixture of tert-butyl 5-(aminomethyl)-4-chloro-1H-indole-1-carboxylate (1.147 g, 4.087 mmol) and benzophenone imine (0.75 mL, 4.496 mmol) in anhydrous DCM (39.3 mL) was stirred at 40° C. under N2 for 4 d. The reaction mixture was diluted with EtOAc, and the organic layer was washed with water and brine, dried (Na2SO4), filtered, and concentrated in vacuo. The crude product was purified by SiO2 chromatography eluting with and EtOAc/heptane gradient (0 to 70% EtOAc) to afford 1.22 g (67%) of ter... Reactants: Cc1ccc(C(O)c2ccc(C)cc2)cc1, O=CO, [K+], [OH-], O, O=S(=O)(O)O. Yields the product Cc1ccc(C(C(=O)O)c2ccc(C)cc2)cc1. Reaction SMILES: [CH3:1][c:2]1[cH:3][cH:4][c:5]([CH:6]([c:7]2[cH:8][cH:9][c:10]([CH3:13])[cH:11][cH:12]2)[OH:14])[cH:15][cH:16]1.[CH:22](=[O:23])[OH:24].[K+:26].[OH-:25].[OH2:27].[S:17](=[O:18])(=[O:19])([OH:20])[OH:21]>>[CH3:1][c:2]1[cH:3][cH:4][c:5]([CH:6]([c:7]2[cH:8][cH:9][c:10]([CH3:13])[cH:11][cH:12]2)[C:22](=[O:23])[OH:24])[cH:15][cH:16]1.